The task is: describe an organic reaction: reactants, conditions, products, and yield. This data is from the Open Reaction Database (ORD), a public repository of structured organic reaction records. Starting materials: ClC1=NC(=NC(=C1C#N)Cl)NCCO (4,6-dichloro-2-(2-hydroxy-ethyl-amino)-pyrimidine-5-carbonitrile), C1(CC1)N (cyclopropylamine), C(C)N(C(C)C)C(C)C (N-ethyl-diisopropylamine). Run in O1CCOCC1 (dioxane). The product is ClC1=NC(=NC(=C1C#N)NC1CC1)NCCO (4-chloro-6-cyclopropylamino-2-(2-hydroxy-ethylamino)-pyrimidine-5-carbonitrile). RXN SMILES: Cl[C:2]1[C:7]([C:8]#[N:9])=[C:6]([Cl:10])[N:5]=[C:4]([NH:11][CH2:12][CH2:13][OH:14])[N:3]=1.[CH:15]1([NH2:18])[CH2:17][CH2:16]1.C(N(C(C)C)C(C)C)C>O1CCOCC1>[Cl:10][C:6]1[C:7]([C:8]#[N:9])=[C:2]([NH:18][CH:15]2[CH2:17][CH2:16]2)[N:3]=[C:4]([NH:11][CH2:12][CH2:13][OH:14])[N:5]=1. Reported procedure: In analogy to the procedure described in example 38b, 4,6-dichloro-2-(2-hydroxy-ethyl-amino)-pyrimidine-5-carbonitrile was treated with cyclopropylamine in dioxane in the presence of N-ethyl-diisopropylamine at 90° C. to yield 4-chloro-6-cyclopropylamino-2-(2-hydroxy-ethylamino)-pyrimidine-5-carbonitrile as an amorphous, white solid; MS: [M+H]+=254. Reactants: C(C)OC(=O)C=1N=CC2=CC(=CC=C2C1O)Br (7-Bromo-4-hydroxy-isoquinoline-3-carboxylic acid ethyl ester), C1(=CC=CC=C1)NC(=O)N (phenyl urea), C([O-])([O-])=O.[Cs+].[Cs+] (cesium carbonate), CC1(C2=C(C(=CC=C2)P(C3=CC=CC=C3)C4=CC=CC=C4)OC5=C(C=CC=C51)P(C6=CC=CC=C6)C7=CC=CC=C7)C (XantPhos). The reagents and catalysts are C=1C=CC(=CC1)/C=C/C(=O)/C=C/C2=CC=CC=C2.C=1C=CC(=CC1)/C=C/C(=O)/C=C/C2=CC=CC=C2.C=1C=CC(=CC1)/C=C/C(=O)/C=C/C2=CC=CC=C2.[Pd].[Pd] (tris(dibenzylideneacetone)dipalladium(0)). Conditions: time 44 hour. The product is C(C)OC(=O)C=1N=CC2=CC(=CC=C2C1O)NC(=O)NC1=CC=CC=C1 (4-Hydroxy-7-(3-phenyl-ureido)-isoquinoline-3-carboxylic acid ethyl ester). Isolated yield 84.0%. RXN SMILES: [CH2:1]([O:3][C:4]([C:6]1[N:7]=[CH:8][C:9]2[C:14]([C:15]=1[OH:16])=[CH:13][CH:12]=[C:11](Br)[CH:10]=2)=[O:5])[CH3:2].[C:18]1([NH:24][C:25]([NH2:27])=[O:26])[CH:23]=[CH:22][CH:21]=[CH:20][CH:19]=1.C(=O)([O-])[O-].[Cs+].[Cs+].CC1(C)C2C(=C(P(C3C=CC=CC=3)C3C=CC=CC=3)C=CC=2)OC2C(P(C3C=CC=CC=3)C3C=CC=CC=3)=CC=CC1=2>C1C=CC(/C=C/C(/C=C/C2C=CC=CC=2)=O)=CC=1.C1C=CC(/C=C/C(/C=C/C2C=CC=CC=2)=O)=CC=1.C1C=CC(/C=C/C(/C=C/C2C=CC=CC=2)=O)=CC=1.[Pd].[Pd]>[CH2:1]([O:3][C:4]([C:6]1[N:7]=[CH:8][C:9]2[C:14]([C:15]=1[OH:16])=[CH:13][CH:12]=[C:11]([NH:27][C:25]([NH:24][C:18]1[CH:23]=[CH:22][CH:21]=[CH:20][CH:19]=1)=[O:26])[CH:10]=2)=[O:5])[CH3:2] |f:2.3.4,6.7.8.9.10|. Reported procedure: 7-Bromo-4-hydroxy-isoquinoline-3-carboxylic acid ethyl ester (250 mg, 0.8443 mmol) was combined in an oven-dried flask with phenyl urea (138 mg, 1.013 mmol), cesium carbonate (550 mg, 1.69 mmol), XantPhos (49 mg, 0.0844 mmol) and tris(dibenzylideneacetone)dipalladium(0) (25 mg, 0.0422 mmol). The flask was flushed with dry nitrogen and charged with dioxane (5 mL) and the solution brought to reflux. After 44 h, the reaction was cooled and the solution partitioned between equal volumes of ethyl ace... The reactants are ClCCCBr, Cc1cc2ccc(O)cc2[nH]c1=O. The product is Cc1cc2ccc(OCCCCl)cc2[nH]c1=O. As a reaction SMILES: [Br:14][CH2:15][CH2:16][CH2:17][Cl:18].[OH:1][c:2]1[cH:3][cH:4][c:5]2[cH:6][c:7]([CH3:13])[c:8](=[O:12])[nH:9][c:10]2[cH:11]1>>[O:1]([c:2]1[cH:3][cH:4][c:5]2[cH:6][c:7]([CH3:13])[c:8](=[O:12])[nH:9][c:10]2[cH:11]1)[CH2:15][CH2:16][CH2:17][Cl:18]. The reactants are C[Si](C)(C)[N-][Si](C)(C)C.[Li+] (lithium bis(trimethylsilyl)amide), [C@@H](C)(CC)NC=1SC2=C(N1)C=CC(=C2)CC#N ((R)-2-(2-(sec-butylamino)benzo[d]thiazol-6-yl)acetonitrile), ice, FC1=C(C(=O)OC)C=CC=C1 (methyl 2-fluorobenzoate), Cl (HCl). Run in C1CCOC1 (THF), C1CCOC1 (THF), C1CCOC1 (THF). Reaction conditions: temperature -78 celsius, time 1 hour. Yields the product [C@@H](C)(CC)NC=1SC2=C(N1)C=CC(=C2)C(C#N)C(=O)C2=C(C=CC=C2)F (2-(2-((R)-sec-Butylamino)benzo[d]thiazol-6-yl)-3-(2-fluorophenyl)-3-oxopropanenitrile). The yield is 73.2%. As a reaction SMILES: C[Si]([N-][Si](C)(C)C)(C)C.[Li+].[C@H:11]([NH:15][C:16]1[S:17][C:18]2[CH:24]=[C:23]([CH2:25][C:26]#[N:27])[CH:22]=[CH:21][C:19]=2[N:20]=1)([CH2:13][CH3:14])[CH3:12].[F:28][C:29]1[CH:38]=[CH:37][CH:36]=[CH:35][C:30]=1[C:31](OC)=[O:32].Cl>C1COCC1>[C@H:11]([NH:15][C:16]1[S:17][C:18]2[CH:24]=[C:23]([CH:25]([C:31]([C:30]3[CH:35]=[CH:36][CH:37]=[CH:38][C:29]=3[F:28])=[O:32])[C:26]#[N:27])[CH:22]=[CH:21][C:19]=2[N:20]=1)([CH2:13][CH3:14])[CH3:12] |f:0.1|. Procedure details: To a solution of lithium bis(trimethylsilyl)amide (1.0 M in THF, 35.3 mL) in THF (60 mL) was added a solution of (R)-2-(2-(sec-butylamino)benzo[d]thiazol-6-yl)acetonitrile (3.74 g, 15.2 mmol) in THF (60 mL) at −78° C. over 40 min. The resulting solution was stirred at −78° C. for 10 min before a solution of methyl 2-fluorobenzoate (2.5 mL, 19.6 mmol) in THF (15 mL) was added over 5 min. The mixture was stirred at −78° C. for 1 hr and then at rt for 3 hr before it was poured into ice-cold water (... Reactants: [N+](=O)([O-])C1=CC=C(C=C1)C1=CC=NC=C1 (4-(4-nitrophenyl)pyridine). Reagents/catalysts: [Pd] (Pd—C). The solvent is CO (MeOH). Reaction conditions: time 20 hour. The product is N1=CC=C(C=C1)C1=CC=C(N)C=C1 (4-(pyridin-4-yl)aniline). Isolated yield 90.5%. RXN SMILES: [N+:1]([C:4]1[CH:9]=[CH:8][C:7]([C:10]2[CH:15]=[CH:14][N:13]=[CH:12][CH:11]=2)=[CH:6][CH:5]=1)([O-])=O>CO.[Pd]>[N:13]1[CH:14]=[CH:15][C:10]([C:7]2[CH:8]=[CH:9][C:4]([NH2:1])=[CH:5][CH:6]=2)=[CH:11][CH:12]=1. Procedure: A mixture of 4-(4-nitrophenyl)pyridine (274 mg, 1.37 mmol) and Pd—C(10%, 80 mg) in MeOH (10 mL) was hydrogenated under balloon H2 for 20 h. The mixture was then filtered through celite. The filtrate was concentrated in vacuo to give 4-(pyridin-4-yl)aniline as a solid (211 mg). The reactants are C(=O)(C(F)(F)F)O (TFA), CC=1C2=C(SC1CN1CCN(CC1)C(=O)OC(C)(C)C)C=CC=C2 (t-butyl 4-((3-methylbenzo[b]thiophen-2-yl)methyl)piperazine-1-carboxylate), C(Cl)Cl (DCM), C([O-])(O)=O.[Na+] (sodium bicarbonate). Reaction conditions: time 3 hour. Yields the product Cl.Cl.CC=1C2=C(SC1CN1CCNCC1)C=CC=C2 (1-((3-methylbenzo[b]thiophen-2-yl)methyl)piperazine dihydrochloride). RXN SMILES: [CH3:1][C:2]1[C:3]2[CH:24]=[CH:23][CH:22]=[CH:21][C:4]=2[S:5][C:6]=1[CH2:7][N:8]1[CH2:13][CH2:12][N:11](C(OC(C)(C)C)=O)[CH2:10][CH2:9]1.C(O)(C(F)(F)F)=O.C(=O)(O)[O-].[Na+].C(Cl)[Cl:38]>>[ClH:38].[ClH:38].[CH3:1][C:2]1[C:3]2[CH:24]=[CH:23][CH:22]=[CH:21][C:4]=2[S:5][C:6]=1[CH2:7][N:8]1[CH2:9][CH2:10][NH:11][CH2:12][CH2:13]1 |f:2.3,5.6.7|. Reported procedure: The title A compound, t-butyl 4-((3-methylbenzo[b]thiophen-2-yl)methyl)piperazine-1-carboxylate is dissolved in dry DCM (50 mL), and 5 equiv. of TFA are added at 0° C. The reaction mixture is stirred at RT for 3 h. After the solvent is evaporated in vacuo, the residue is trituated in Et2O, and the precipitate that forms is collected by filtration, washed with EtOH and dried in a vacuum oven at 40° C. overnight to give a hygroscopic solid. The solid is treated with sodium bicarbonate solution, an... Reactants: C(C)OP(=O)(OCC)/C=C/C=1C(=NN(C1)C1=CC=CC=C1)OCC1=CC(=C(OCC=2N=C(OC2C)C=2C=C(C=CC2)CC(=O)OCC)C=C1)OC (ethyl {3-[4-({4-[({4-[(E)-2-(diethoxyphosphoryl)ethenyl]-1-phenyl-1H-pyrazol-3-yl}oxy)methyl]-2-methoxyphenoxy}methyl)-5-methyl-1,3-oxazol-2-yl]phenyl}acetate), O1CCCC1 (tetrahydrofuran), [OH-].[Na+] (sodium hydroxide), Cl (hydrochloric acid). Run in C(C)O (ethanol), O (water). Conditions: temperature 50 celsius, time 1 hour. Product: C(C)OP(=O)(OCC)/C=C/C=1C(=NN(C1)C1=CC=CC=C1)OCC1=CC(=C(OCC=2N=C(OC2C)C=2C=C(C=CC2)CC(=O)O)C=C1)OC ({3-[4-({4-[({4-[(E)-2-(diethoxyphosphoryl)ethenyl]-1-phenyl-1H-pyrazol-3-yl}oxy)methyl]-2-methoxyphenoxy}methyl)-5-methyl-1,3-oxazol-2-yl]phenyl}acetic acid). Yield: 92.9%. Reaction SMILES: [CH2:1]([O:3][P:4](/[CH:9]=[CH:10]/[C:11]1[C:12]([O:22][CH2:23][C:24]2[CH:49]=[CH:48][C:27]([O:28][CH2:29][C:30]3[N:31]=[C:32]([C:36]4[CH:37]=[C:38]([CH2:42][C:43]([O:45]CC)=[O:44])[CH:39]=[CH:40][CH:41]=4)[O:33][C:34]=3[CH3:35])=[C:26]([O:50][CH3:51])[CH:25]=2)=[N:13][N:14]([C:16]2[CH:21]=[CH:20][CH:19]=[CH:18][CH:17]=2)[CH:15]=1)([O:6][CH2:7][CH3:8])=[O:5])[CH3:2].O1CCCC1.[OH-].[Na+].Cl>O.C(O)C>[CH2:7]([O:6][P:4](/[CH:9]=[CH:10]/[C:11]1[C:12]([O:22][CH2:23][C:24]2[CH:49]=[CH:48][C:27]([O:28][CH2:29][C:30]3[N:31]=[C:32]([C:36]4[CH:37]=[C:38]([CH2:42][C:43]([OH:45])=[O:44])[CH:39]=[CH:40][CH:41]=4)[O:33][C:34]=3[CH3:35])=[C:26]([O:50][CH3:51])[CH:25]=2)=[N:13][N:14]([C:16]2[CH:17]=[CH:18][CH:19]=[CH:20][CH:21]=2)[CH:15]=1)([O:3][CH2:1][CH3:2])=[O:5])[CH3:8] |f:2.3|. Procedure details: To a mixture of ethyl {3-[4-({4-[({4-[(E)-2-(diethoxyphosphoryl)ethenyl]-1-phenyl-1H-pyrazol-3-yl}oxy)methyl]-2-methoxyphenoxy}methyl)-5-methyl-1,3-oxazol-2-yl]phenyl}acetate (1.87 g), tetrahydrofuran (10 mL) and ethanol (10 mL) was added 1N aqueous sodium hydroxide solution (5 mL), and the mixture was stirred at 50° C. for 1 hr. To the reaction mixture were added 1N hydrochloric acid (5 mL) and water, and the precipitated crystals were collected by filtration to give {3-[4-({4-[({4-[(E)-2-(diet... RXN SMILES: [Al+3:2].[CH3:12][c:13]1[n:14][c:15](-[c:33]2[cH:34][cH:35][cH:36][cH:37][cH:38]2)[cH:16][c:17](-[c:24]2[cH:25][c:26]([N+:30](=[O:31])[O-:32])[cH:27][cH:28][cH:29]2)[c:18]1[C:19](=[O:20])[O:21][CH2:22][CH3:23].[CH3:45][CH2:46][O:47][C:48](=[O:49])[CH3:50].[CH3:7][CH2:8][O:9][CH2:10][CH3:11].[H-:1].[H-:4].[H-:5].[H-:6].[Li+:3].[O:40]1[CH2:41][CH2:42][CH2:43][CH2:44]1.[OH2:39]>>[CH3:12][c:13]1[n:14][c:15](-[c:33]2[cH:34][cH:35][cH:36][cH:37][cH:38]2)[cH:16][c:17](-[c:24]2[cH:25][c:26]([N+:30](=[O:31])[O-:32])[cH:27][cH:28][cH:29]2)[c:18]1[CH2:19][OH:20]. The product is Cc1nc(-c2ccccc2)cc(-c2cccc([N+](=O)[O-])c2)c1CO. Reactants: [Al+3], CCOC(=O)c1c(-c2cccc([N+](=O)[O-])c2)cc(-c2ccccc2)nc1C, CCOC(C)=O, CCOCC, [H-], [H-], [H-], [H-], [Li+], C1CCOC1, O.